Dataset: the Open Reaction Database (ORD), a public repository of structured organic reaction records. Task: describe an organic reaction: reactants, conditions, products, and yield Starting materials: CS(=O)(=O)C=1C=C2C=CNC2=CC1 (5-(methylsulfonyl)-1H-indole), C(C)(C)(C)OC(=O)N1CCC(CC1)OC1=CC=C(C=C1)Br (tert-butyl-4-(4-bromophenoxy)piperidine-1-carboxylate). The product is C(C)(C)(C)OC(=O)N1CCC(CC1)OC1=CC=C(C=C1)N1C=CC2=CC(=CC=C12)S(=O)(=O)C (tert-Butyl-4-(4-(5-(methylsulfonyl)-1H-indol-1-yl)phenoxy)-piperidine-1-carboxylate). Reaction SMILES: [CH3:1][S:2]([C:5]1[CH:6]=[C:7]2[C:11](=[CH:12][CH:13]=1)[NH:10][CH:9]=[CH:8]2)(=[O:4])=[O:3].[C:14]([O:18][C:19]([N:21]1[CH2:26][CH2:25][CH:24]([O:27][C:28]2[CH:33]=[CH:32][C:31](Br)=[CH:30][CH:29]=2)[CH2:23][CH2:22]1)=[O:20])([CH3:17])([CH3:16])[CH3:15]>>[C:14]([O:18][C:19]([N:21]1[CH2:22][CH2:23][CH:24]([O:27][C:28]2[CH:33]=[CH:32][C:31]([N:10]3[C:11]4[C:7](=[CH:6][C:5]([S:2]([CH3:1])(=[O:4])=[O:3])=[CH:13][CH:12]=4)[CH:8]=[CH:9]3)=[CH:30][CH:29]=2)[CH2:25][CH2:26]1)=[O:20])([CH3:17])([CH3:15])[CH3:16]. Procedure details: The title compound was prepared by following the similar procedure as described in Example-1 by using 5-(methylsulfonyl)-1H-indole (intermediate-21) and tert-butyl-4-(4-bromophenoxy)piperidine-1-carboxylate (intermediate-77) (0.130 g, 24%). Reactants: CP(=O)(C)Cl (dimethylphosphinic chloride), C(C)(C)[Mg]Cl (isopropylmagnesium chloride), [Cl-].[Li+] (lithium chloride), C(C1=CC=CC=C1)OC1=C(N(C(=C1OCC1=CC=CC=C1)I)C1=CC=C(C=C1)OC)C(=O)N(C)C (3,4-bis(benzyloxy)-5-iodo-1-(4-methoxyphenyl)-N,N-dimethyl-1H-pyrrole-2-carboxamide), [Cl-].[Li+] (lithium chloride), C(C1=CC=CC=C1)OC1=C(N(C=C1OCC1=CC=CC=C1)C1=CC=C(C=C1)OC)C(=O)N(C)C (3,4-Bis(benzyloxy)-1-(4-methoxyphenyl)-N,N-dimethyl-1H-pyrrole-2-carboxamide). Run in C1CCOC1 (THF), C1CCOC1 (THF). Reaction conditions: time 15 minute. Yields the product C(C1=CC=CC=C1)OC1=C(N(C(=C1OCC1=CC=CC=C1)P(=O)(C)C)C1=CC=C(C=C1)OC)C(=O)N(C)C (3,4-bis(benzyloxy)-5-(dimethylphosphoryl)-1-(4-methoxyphenyl)-N,N-dimethyl-1H-pyrrole-2-carboxamide). Yield: 15.0%. As a reaction SMILES: [Cl-].[Li+].[CH2:3]([O:10][C:11]1[C:15]([O:16][CH2:17][C:18]2[CH:23]=[CH:22][CH:21]=[CH:20][CH:19]=2)=[C:14](I)[N:13]([C:25]2[CH:30]=[CH:29][C:28]([O:31][CH3:32])=[CH:27][CH:26]=2)[C:12]=1[C:33]([N:35]([CH3:37])[CH3:36])=[O:34])[C:4]1[CH:9]=[CH:8][CH:7]=[CH:6][CH:5]=1.C(OC1C(OCC2C=CC=CC=2)=CN(C2C=CC(OC)=CC=2)C=1C(N(C)C)=O)C1C=CC=CC=1.C([Mg]Cl)(C)C.[CH3:77][P:78](Cl)([CH3:80])=[O:79]>C1COCC1>[CH2:3]([O:10][C:11]1[C:15]([O:16][CH2:17][C:18]2[CH:23]=[CH:22][CH:21]=[CH:20][CH:19]=2)=[C:14]([P:78]([CH3:80])([CH3:77])=[O:79])[N:13]([C:25]2[CH:30]=[CH:29][C:28]([O:31][CH3:32])=[CH:27][CH:26]=2)[C:12]=1[C:33]([N:35]([CH3:37])[CH3:36])=[O:34])[C:4]1[CH:9]=[CH:8][CH:7]=[CH:6][CH:5]=1 |f:0.1|. Procedure details: lithium chloride complex (1.3 M in THF, 315 μL, 0.410 mmol) was added dropwise to a stirred solution of 3,4-bis(benzyloxy)-5-iodo-1-(4-methoxyphenyl)-N,N-dimethyl-1H-pyrrole-2-carboxamide (65) [prepared using the same procedure as Example S step (i) using (9) as starting material] (211 mg, 0.36 mmol) in THF (1.2 mL) at 0° C., the reaction mixture was allowed to stir for 15 min and isopropylmagnesium chloride. lithium chloride complex (1.3 M in THF, 100 μL, 0.13 mmol) was added, and the reaction ...